This data is from the Open Reaction Database (ORD), a public repository of structured organic reaction records. The task is: describe an organic reaction: reactants, conditions, products, and yield Reactants: CO\N=C(/C(=O)NC1[C@@H]2N(C(=C(CS2)COC(N)=O)C(=O)[O-])C1=O)\C=1N=CSC1.[Na+] (sodium 7-[(Z)-2-methoxyimino-2-(thiazol-4-yl)acetamido]-3-carbamoyloxymethyl-3-cephem-4-carboxylate), C(C(C)(C)C)(=O)OCI (pivaloyloxymethyl iodide), O (water), C(C)(=O)OCC (ethyl acetate). Run in CS(=O)C (dimethylsulfoxide). Conditions: time 100 minute. Yields the product CO\N=C(/C(=O)NC1[C@@H]2N(C(=C(CS2)COC(N)=O)C(=O)OCOC(C(C)(C)C)=O)C1=O)\C=1N=CSC1 (Pivaloyloxymethyl 7-[(Z)-2-methoxyimino-2-(thiazol-4-yl)acetamido]-3-carbamoyloxymethyl-3-cephem-4-carboxylate). Isolated yield 65.0%. RXN SMILES: [CH3:1][O:2]/[N:3]=[C:4](/[C:25]1[N:26]=[CH:27][S:28][CH:29]=1)\[C:5]([NH:7][CH:8]1[C:23](=[O:24])[N:10]2[C:11]([C:20]([O-:22])=[O:21])=[C:12]([CH2:15][O:16][C:17](=[O:19])[NH2:18])[CH2:13][S:14][C@H:9]12)=[O:6].[Na+].[C:31]([O:37][CH2:38]I)(=[O:36])[C:32]([CH3:35])([CH3:34])[CH3:33].O.C(OCC)(=O)C>CS(C)=O>[CH3:1][O:2]/[N:3]=[C:4](/[C:25]1[N:26]=[CH:27][S:28][CH:29]=1)\[C:5]([NH:7][CH:8]1[C:23](=[O:24])[N:10]2[C:11]([C:20]([O:22][CH2:38][O:37][C:31](=[O:36])[C:32]([CH3:35])([CH3:34])[CH3:33])=[O:21])=[C:12]([CH2:15][O:16][C:17](=[O:19])[NH2:18])[CH2:13][S:14][C@H:9]12)=[O:6] |f:0.1|. Procedure: To a solution of sodium 7-[(Z)-2-methoxyimino-2-(thiazol-4-yl)acetamido]-3-carbamoyloxymethyl-3-cephem-4-carboxylate (0.86 g) in dimethylsulfoxide (8 ml) was added pivaloyloxymethyl iodide (0.67 g). This reaction mixture was stirred for 100 min. at room temperature, and then added to a mixture of water (86 ml) and ethyl acetate (86 ml) with stirring. The ethyl acetate layer was separated, washed twice with water, and dried over anhydrous magnesium sulfate. The ethyl acetate was evaporated under ... The reactants are C(C1=CC=CC=C1)OC1=CC=C(C=C1)CC(=O)O (4-benzyloxy-phenylacetic acid), O.NN (hydrazine monohydrate), CCN=C=NCCCN(C)C (WSC), C=1C=CC2=C(C1)N=NN2O (HOBt). Solvent: O (Water), C(C)N(CC)CC (triethylamine), C1CCOC1 (THF). Run at time 15 hour. Yields the product C(C1=CC=CC=C1)OC1=CC=C(C=C1)CC(=O)NN (4-Benzyloxy-phenylacetic acid hydrazide). Yield: 16.2%. RXN SMILES: [CH2:1]([O:8][C:9]1[CH:14]=[CH:13][C:12]([CH2:15][C:16]([OH:18])=O)=[CH:11][CH:10]=1)[C:2]1[CH:7]=[CH:6][CH:5]=[CH:4][CH:3]=1.O.NN.CCN=C=NCCCN(C)C.C1C=CC2N(O)[N:40]=[N:39]C=2C=1>O.C(N(CC)CC)C.C1COCC1>[CH2:1]([O:8][C:9]1[CH:14]=[CH:13][C:12]([CH2:15][C:16]([NH:39][NH2:40])=[O:18])=[CH:11][CH:10]=1)[C:2]1[CH:7]=[CH:6][CH:5]=[CH:4][CH:3]=1 |f:1.2|. Procedure: To a solution of THF (50 mL) of 4-benzyloxy-phenylacetic acid (7.0 g) were added hydrazine monohydrate (4.3 g), WSC (6.7 g), HOBt (4.7 g), and triethylamine (3.5 g), which was stirred for 15 hours at room temperature. Water was added to the reaction mixture, and the precipitated solids were filtered off to obtain the titled compound (1.2 g). Starting materials: BrC=1C=CC(=C(C#N)C1)F (5-bromo-2-fluorobenzonitrile), NC1=CC=C(C(=O)OCC)C=C1 (ethyl 4-aminobenzoate), CC(C)(C)[O-].[K+] (KOtBu), CS(=O)C (DMSO). Run in C(C)(=O)OCC (ethyl acetate), O (water). Conditions: time 20 minute. Yields the product BrC1=CC(=C(C=C1)NC1=CC=C(C(=O)OCC)C=C1)C#N (ethyl 4-(4-bromo-2-cyanophenylamino)benzoate). Yield: 82.9%. As a reaction SMILES: [Br:1][C:2]1[CH:3]=[CH:4][C:5](F)=[C:6]([CH:9]=1)[C:7]#[N:8].[NH2:11][C:12]1[CH:22]=[CH:21][C:15]([C:16]([O:18][CH2:19][CH3:20])=[O:17])=[CH:14][CH:13]=1.CC([O-])(C)C.[K+].CS(C)=O>C(OCC)(=O)C.O>[Br:1][C:2]1[CH:3]=[CH:4][C:5]([NH:11][C:12]2[CH:13]=[CH:14][C:15]([C:16]([O:18][CH2:19][CH3:20])=[O:17])=[CH:21][CH:22]=2)=[C:6]([C:7]#[N:8])[CH:9]=1 |f:2.3|. Procedure details: A flask was charged with 5-bromo-2-fluorobenzonitrile (5 g, 25.00 mmol), ethyl 4-aminobenzoate (4.54 g, 27.5 mmol), and KOtBu (5.11 g, 45.5 mmol). To this was added DMSO (100 mL). After stirring at room temperature for 20 min, the reaction mixture was diluted with ethyl acetate and water. The aqueous was extracted with ethyl acetate, the combined organic was washed with water (3×), brine, dried over MgSO4 and filtered. The filtrate was concentrated. The residue was suspended in ethyl acetate, co... The reactants are Cl, Clc1ccccc1, Cl[Fe](Cl)Cl, Clc1ccc2ncoc2c1. Product: Clc1ccc2nc(Cl)oc2c1. Reaction SMILES: [Cl:11].[Cl:12][c:13]1[cH:14][cH:15][cH:16][cH:17][cH:18]1.[Cl:19][Fe:20]([Cl:21])[Cl:22].[Cl:1][c:2]1[cH:3][c:4]2[c:5]([n:6][cH:7][o:8]2)[cH:9][cH:10]1>>[Cl:1][c:2]1[cH:3][c:4]2[c:5]([n:6][c:7]([Cl:12])[o:8]2)[cH:9][cH:10]1. Reactants: Brc1cncc(Br)c1, CC(C)O, CC(C)[O-], [Cu], [K+], [K]. Yields the product CC(C)Oc1cncc(Br)c1. RXN SMILES: [Br:7][c:8]1[cH:9][n:10][cH:11][c:12]([Br:13])[cH:14]1.[CH3:15][CH:16]([OH:17])[CH3:18].[CH3:2][CH:3]([O-:4])[CH3:5].[Cu:19].[K+:6].[K:1]>>[CH3:2][CH:3]([O:4][c:8]1[cH:9][n:10][cH:11][c:12]([Br:13])[cH:14]1)[CH3:5]. Reactants: COC1=CC=CC=2C(COC21)=O (7-methoxy-benzofuran-3 (2H)-one), C(=O)(O)C=P(C1=CC=CC=C1)(C1=CC=CC=C1)C1=CC=CC=C1 ((carboxymethylene)triphenylphosphorane), C1(=CC=CC=C1)C (toluene). RXN SMILES: [CH3:1][O:2][C:3]1[C:11]2[O:10][CH2:9][C:8](=O)[C:7]=2[CH:6]=[CH:5][CH:4]=1.[C:13]([CH:16]=P(C1C=CC=CC=1)(C1C=CC=CC=1)C1C=CC=CC=1)([OH:15])=[O:14].[C:36]1(C)C=CC=C[CH:37]=1>>[CH2:36]([O:15][C:13](=[O:14])[CH2:16][C:8]1[C:7]2[CH:6]=[CH:5][CH:4]=[C:3]([O:2][CH3:1])[C:11]=2[O:10][CH:9]=1)[CH3:37]. Procedure: A mixture of 7-methoxy-benzofuran-3 (2H)-one (1.64 g, 10 mmol) and (carboxymethylene)triphenylphosphorane (5.22 g, 15 mmol) was refluxed in toluene (100 ml) for 48 hrs. At the end, reaction mixture was concentrated and loaded over a silica-gel column. The column was eluted with hexane (500 ml) and then with 25% ethyl acetate. The product, ethyl(7-methoxy-1-benzofuran-3-yl)acetate, was obtained as a white oil. Yield: 1.9 g (81%); (M+H): 235. The product is C(C)OC(CC1=COC2=C1C=CC=C2OC)=O (ethyl(7-methoxy-1-benzofuran-3-yl)acetate). Starting materials: CCOC(C)=O, O=[N+]([O-])c1cc(F)c(Oc2ccc(F)cc2)c(F)c1. The product is Nc1cc(F)c(Oc2ccc(F)cc2)c(F)c1. RXN SMILES: [CH3:20][CH2:21][O:22][C:23]([CH3:24])=[O:25].[F:1][c:2]1[cH:3][cH:4][c:5]([O:6][c:7]2[c:8]([F:17])[cH:9][c:10]([N+:14]([O-:15])=[O:16])[cH:11][c:12]2[F:13])[cH:18][cH:19]1>>[F:1][c:2]1[cH:3][cH:4][c:5]([O:6][c:7]2[c:8]([F:17])[cH:9][c:10]([NH2:14])[cH:11][c:12]2[F:13])[cH:18][cH:19]1. As a reaction SMILES: [C:27]([CH3:28])([CH3:29])([CH3:30])[O:31][C:32](=[O:33])[N:34]1[CH2:35][CH:36]([CH2:39][NH2:40])[CH2:37][CH2:38]1.[CH:1]1([CH2:4][O:5][c:6]2[c:7](-[c:15]3[c:16]4[c:17]([n:18][cH:19][n:20]3)[c:21]([C:24](=[O:25])[OH:26])[cH:22][nH:23]4)[c:8]3[c:9]([cH:13][cH:14]2)[O:10][CH2:11][O:12]3)[CH2:2][CH2:3]1>>[CH:1]1([CH2:4][O:5][c:6]2[c:7](-[c:15]3[c:16]4[c:17]([n:18][cH:19][n:20]3)[c:21]([C:24](=[O:26])[NH:40][CH2:39][CH:36]3[CH2:35][N:34]([C:32]([O:31][C:27]([CH3:28])([CH3:29])[CH3:30])=[O:33])[CH2:38][CH2:37]3)[cH:22][nH:23]4)[c:8]3[c:9]([cH:13][cH:14]2)[O:10][CH2:11][O:12]3)[CH2:2][CH2:3]1. Product: CC(C)(C)OC(=O)N1CCC(CNC(=O)c2c[nH]c3c(-c4c(OCC5CC5)ccc5c4OCO5)ncnc23)C1. Starting materials: CC(C)(C)OC(=O)N1CCC(CN)C1, O=C(O)c1c[nH]c2c(-c3c(OCC4CC4)ccc4c3OCO4)ncnc12. Starting materials: CN(C)C=O, ClCCOCCCl, COc1ccc(O)c(Cl)c1, [H-], [Na+]. The product is COc1ccc(OCCOCCCl)c(Cl)c1. RXN SMILES: [CH3:20][N:21]([CH3:22])[CH:23]=[O:24].[Cl:13][CH2:14][CH2:15][O:16][CH2:17][CH2:18][Cl:19].[Cl:3][c:4]1[c:5]([OH:12])[cH:6][cH:7][c:8]([O:10][CH3:11])[cH:9]1.[H-:1].[Na+:2]>>[Cl:3][c:4]1[c:5]([O:12][CH2:18][CH2:17][O:16][CH2:15][CH2:14][Cl:13])[cH:6][cH:7][c:8]([O:10][CH3:11])[cH:9]1.